Dataset: the Open Reaction Database (ORD), a public repository of structured organic reaction records. Task: describe an organic reaction: reactants, conditions, products, and yield Reactants: Oc1ccc(Br)nc1, O=C([O-])[O-], COCCOC, CCOC(C)=O, CS(=O)(=O)c1ccc(B(O)O)cc1, [Na+], [Na+], O, Cl[Pd]Cl, c1ccc(P(c2ccccc2)c2ccccc2)cc1, c1ccc(P(c2ccccc2)c2ccccc2)cc1. Product: CS(=O)(=O)c1ccc(-c2ccc(O)cn2)cc1. Reaction SMILES: [Br:1][c:2]1[cH:3][cH:4][c:5]([OH:8])[cH:6][n:7]1.[C:22](=[O:23])([O-:24])[O-:25].[CH3:28][O:29][CH2:30][CH2:31][O:32][CH3:33].[CH3:34][CH2:35][O:36][C:37]([CH3:38])=[O:39].[CH3:9][S:10](=[O:11])(=[O:12])[c:13]1[cH:14][cH:15][c:16]([B:19]([OH:20])[OH:21])[cH:17][cH:18]1.[Na+:26].[Na+:27].[OH2:40].[Pd:41]([Cl:42])[Cl:43].[c:44]1([P:45]([c:46]2[cH:47][cH:48][cH:49][cH:50][cH:51]2)[c:52]2[cH:53][cH:54][cH:55][cH:56][cH:57]2)[cH:58][cH:59][cH:60][cH:61][cH:62]1.[c:63]1([P:64]([c:65]2[cH:66][cH:67][cH:68][cH:69][cH:70]2)[c:71]2[cH:72][cH:73][cH:74][cH:75][cH:76]2)[cH:77][cH:78][cH:79][cH:80][cH:81]1>>[c:2]1(-[c:16]2[cH:15][cH:14][c:13]([S:10]([CH3:9])(=[O:11])=[O:12])[cH:18][cH:17]2)[cH:3][cH:4][c:5]([OH:8])[cH:6][n:7]1.